Dataset: the Open Reaction Database (ORD), a public repository of structured organic reaction records. Task: describe an organic reaction: reactants, conditions, products, and yield Reactants: S1C=NCC=C1 (4H-1,3-thiazine), [N+](=O)([O-])CC(=O)OCC (ethyl nitroacetate), CS (methyl mercaptan). Reagents/catalysts: [Cl-].[Zn+2].[Cl-] (zinc chloride), [Cl-].[Zn+2].[Cl-] (zinc chloride), [Cl-].[Zn+2].[Cl-] (zinc chloride). Run in CCOCC.C(C)(C)O (ether isopropyl alcohol). Run at time 1.25 hour. Product: [N+](=O)([O-])C(C(=O)OCC)=C1SCCCN1 (ethyl nitro(tetrahydro-2H-1,3-thiazin-2-ylidene)acetate). As a reaction SMILES: [S:1]1[CH:6]=[CH:5][CH2:4][N:3]=[CH:2]1.[N+:7]([CH2:10][C:11]([O:13][CH2:14][CH3:15])=[O:12])([O-:9])=[O:8].CS>[Cl-].[Zn+2].[Cl-].CCOCC.C(O)(C)C>[N+:7]([C:10](=[C:2]1[NH:3][CH2:4][CH2:5][CH2:6][S:1]1)[C:11]([O:13][CH2:14][CH3:15])=[O:12])([O-:9])=[O:8] |f:3.4.5,6.7|. Reported procedure: To a mixture of 235 g of 5,6-dihydro-2-methylthio)-4H-1,3-thiazine (A. F. McKay et al., J. Am. Chem. Soc., 80, 3339 (1958)) and 2 g of zinc chloride at approximately 115° in a nitrogen atmosphere, 263 g of ethyl nitroacetate (S. Zen, et. al., Kogyo Kagaku Zasshi, 74, 70 (1971)) was added dropwise over a 1.5 hour period. The mixture was held at 110°-120°. When evolution of methyl mercaptan ceased after 45 minutes stirring of the heated mixture, 1 g of zinc chloride was added and the mixture was s... The reactants are BrC=1C=C(C=NC1)C=1C2=C(N=C(N1)C1=NC(=CC=C1)C)NC=C2 (4-(5-Bromo-pyridin-3-yl)-2-(6-methyl-pyridin-2-yl)-7H-pyrrolo[2,3-d]pyrimidine), C[Si](C)(C)C#C (trimethylsilylacetylene). Reagents/catalysts: [Cu]I (copper (I) iodide), Cl[Pd]([P](C1=CC=CC=C1)(C2=CC=CC=C2)C3=CC=CC=C3)([P](C4=CC=CC=C4)(C5=CC=CC=C5)C6=CC=CC=C6)Cl (PdCl2(PPh3)2). The solvent is TEA DMF. Run at temperature 90 celsius, time 1 hour. Product: CC1=CC=CC(=N1)C=1N=C(C2=C(N1)NC=C2)C=2C=NC=C(C2)C#C[Si](C)(C)C (2-(6-Methyl-pyridin-2-yl)-4-(5-trimethylsilanylethynyl-pyridin-3-yl)-7H-pyrrolo[2,3-d]pyrimidine). Reaction SMILES: Br[C:2]1[CH:3]=[C:4]([C:8]2[C:9]3[CH:23]=[CH:22][NH:21][C:10]=3[N:11]=[C:12]([C:14]3[CH:19]=[CH:18][CH:17]=[C:16]([CH3:20])[N:15]=3)[N:13]=2)[CH:5]=[N:6][CH:7]=1.[CH3:24][Si:25]([C:28]#[CH:29])([CH3:27])[CH3:26]>[Cu]I.Cl[Pd](Cl)([P](C1C=CC=CC=1)(C1C=CC=CC=1)C1C=CC=CC=1)[P](C1C=CC=CC=1)(C1C=CC=CC=1)C1C=CC=CC=1>[CH3:20][C:16]1[N:15]=[C:14]([C:12]2[N:13]=[C:8]([C:4]3[CH:5]=[N:6][CH:7]=[C:2]([C:29]#[C:28][Si:25]([CH3:27])([CH3:26])[CH3:24])[CH:3]=3)[C:9]3[CH:23]=[CH:22][NH:21][C:10]=3[N:11]=2)[CH:19]=[CH:18][CH:17]=1 |^1:34,53|. Procedure details: To a suspension of of 4-(5-bromo-pyridin-3-yl)-2-(6-methyl-pyridin-2-yl)-7H-pyrrolo[2,3-d]pyrimidine (Example 16) (1 eq, 0.451 mmol, 250 mg) in TEA/DMF (1:1, 6 ml) are added copper (I) iodide (0.1 eq, 0.045 mmol, 8.8 mg), PdCl2(PPh3)2 (0.1 eq, 0.045 mmol, 32.3 mg), and trimethylsilylacetylene (Sigma-Aldrich, St. Louis, USA) (1.5 eq, 0.68 mmol, 0.098 ml). The resulting mixture is stirred at 90° C. for 1 h. The solvents are removed in vacuo, then sat. aqueous NaHCO3 solution is added, and the mixt... Reactants: Cl (hydrochloric acid), ClC1=C(OC2=CC3=C(N(C(C(O3)(C(=O)OCC)C)=O)C)C=C2)C=CC(=C1)C(F)(F)F (ethyl 7-(2-chloro-4-trifluoromethylphenoxy)-2,4-dimethyl-3,4-dihydro-3-oxo-2H-1,4-benzoxazine-2-carboxylate), ClC1=C(OC2=CC3=C(N(C(C(O3)(C(=O)OCC)C)=O)C)C=C2)C=CC(=C1)C(F)(F)F (ethyl 7-(2-chloro-4-trifluoromethylphenoxy)-2,4-dimethyl-3,4-dihydro-3-oxo-2H-1,4-benzoxazine-2-carboxylate), [OH-].[Na+] (sodium hydroxide). Solvent: CO (methanol). Run at time 2 hour. The product is ClC1=C(OC2=CC3=C(N(C(C(O3)(C(=O)O)C)=O)C)C=C2)C=CC(=C1)C(F)(F)F (7-(2-Chloro-4-trifluoromethylphenoxy)-2,4-dimethyl-3,4-dihydro-3-oxo-2H-1,4-benzoxazine-2-carboxylic acid). Yield: 87.3%. RXN SMILES: [Cl:1][C:2]1[CH:26]=[C:25]([C:27]([F:30])([F:29])[F:28])[CH:24]=[CH:23][C:3]=1[O:4][C:5]1[CH:22]=[CH:21][C:8]2[N:9]([CH3:20])[C:10](=[O:19])[C:11]([CH3:18])([C:13]([O:15]CC)=[O:14])[O:12][C:7]=2[CH:6]=1.[OH-].[Na+].Cl>CO>[Cl:1][C:2]1[CH:26]=[C:25]([C:27]([F:28])([F:29])[F:30])[CH:24]=[CH:23][C:3]=1[O:4][C:5]1[CH:22]=[CH:21][C:8]2[N:9]([CH3:20])[C:10](=[O:19])[C:11]([CH3:18])([C:13]([OH:15])=[O:14])[O:12][C:7]=2[CH:6]=1 |f:1.2|. Reported procedure: Ethyl 7-(2-chloro-4-trifluoromethylphenoxy)-2,4-dimethyl-4-methyl-3,4-dihydro-3-oxo-2H-1,4-benzoxazine-2-carboxylate (Compound 7) (1.1 g) was dissolved in methanol (10 ml), 1N sodium hydroxide (3 ml) was added thereto, and the mixture was stirred at room temperature for 2 hours. Then 1N hydrochloric acid (5 ml) was added, the solvent was evaporated under a reduced pressure, and the residue was extracted twice with ethyl acetate (20 ml). The extract was washed with water and then with saturated a...